Dataset: the Open Reaction Database (ORD), a public repository of structured organic reaction records. Task: describe an organic reaction: reactants, conditions, products, and yield Starting materials: IC=1C=NOC1C (4-iodo-5-methylisoxazole), COC1=CC=C(C(=N1)C)B(O)O (6-methoxy-2-methylpyridine-3-boronic acid), C([O-])(O)=O.[Na+] (sodium bicarbonate), O (water), [1,1-Bis(diphenylphosphino)ferrocene]-dichloropalladium (II). Run in COCCOC (DME). Yields the product CC1=NC(=CC=C1C=1C=NOC1C)OC (2-Methyl-3-(5-methylisoxazol-4-yl)-6-methoxypyridine). Yield: 40.2%. RXN SMILES: I[C:2]1[CH:3]=[N:4][O:5][C:6]=1[CH3:7].[CH3:8][O:9][C:10]1[N:15]=[C:14]([CH3:16])[C:13](B(O)O)=[CH:12][CH:11]=1.C(=O)(O)[O-].[Na+].O>COCCOC>[CH3:16][C:14]1[C:13]([C:2]2[CH:3]=[N:4][O:5][C:6]=2[CH3:7])=[CH:12][CH:11]=[C:10]([O:9][CH3:8])[N:15]=1 |f:2.3|. Procedure details: A mixture of 4-iodo-5-methylisoxazole (18.2 g, 87 mmol), 6-methoxy-2-methylpyridine-3-boronic acid (14.6 g, 87 mmol), sodium bicarbonate (22.0 g, 262 mmol), water (150 mL) and DME (150 mL) was degassed three times with stirring by the application of a vacuum and then introduction of a nitrogen atmosphere. [1,1-Bis(diphenylphosphino)ferrocene]-dichloropalladium (II) (2.14 g, 2.6 mmol) was added in one portion. The reaction mixture was degassed as before. The reaction mixture was then stirred at 8... Reactants: C(C)(C)(C)OC(=O)CN1N=C(C(=C1)Cl)C1=CC(=CC(=C1)Cl)Cl (1-t-butoxycarbonylmethyl-4-chloro-3-(3,5-dichlorophenyl)pyrazole), ice water. The solvent is FC(C(=O)O)(F)F (trifluoroacetic acid). The product is C(=O)(O)CN1N=C(C(=C1)Cl)C1=CC(=CC(=C1)Cl)Cl (1-carboxymethyl-4-chloro-3-(3,5-dichlorophenyl)pyrazole). The yield is 100.0%. Reaction SMILES: C([O:5][C:6]([CH2:8][N:9]1[CH:13]=[C:12]([Cl:14])[C:11]([C:15]2[CH:20]=[C:19]([Cl:21])[CH:18]=[C:17]([Cl:22])[CH:16]=2)=[N:10]1)=[O:7])(C)(C)C>FC(F)(F)C(O)=O>[C:6]([CH2:8][N:9]1[CH:13]=[C:12]([Cl:14])[C:11]([C:15]2[CH:20]=[C:19]([Cl:21])[CH:18]=[C:17]([Cl:22])[CH:16]=2)=[N:10]1)([OH:7])=[O:5]. Procedure: A solution of 6.85 g (0.0185 mol) of 1-t-butoxycarbonylmethyl-4-chloro-3-(3,5-dichlorophenyl)pyrazole in 100 ml of trifluoroacetic acid is stirred for 16 h at room temperature. The reaction mixture is poured onto 300 cm3 of an ice/water mixture. The insoluble material is recovered by filtration, washed with heptane and dried. We obtained 5.65 g of 1-carboxymethyl-4-chloro-3-(3,5-dichlorophenyl)pyrazole, melting at 182° C. Yields the product C(C)(=O)C=1SC=CC1 (acetylthiophene), S1(C=CC=C1)=O (thienone), thienyl-2 thioacetamide. Reaction SMILES: [S:1]1[CH:5]=[CH:4][CH:3]=[CH:2]1.[C:6](Cl)(=[O:8])[CH3:7].C(OC(=O)C)(=[O:12])C>CC(C)=O>[C:6]([C:2]1[S:1][CH:5]=[CH:4][CH:3]=1)(=[O:8])[CH3:7].[S:1]1(=[O:12])[CH:5]=[CH:4][CH:3]=[CH:2]1. The solvent is CC(=O)C (methylketone). Procedure: Acetylation of thiophene by acetyl chloride or acetic anhydride in the presence of various catalysts (U.S. Pat. No. 2,458,514) to obtain acetylthiophene or aceto-2 thienone or thienyl-2 methylketone and conversion of this methylketone into thienyl-2 acetamide or thienyl-2 thioacetamide by a WILLGERODT reaction, then hydrolysis of the amide (German Pat. No. 832 755). Reactants: C(C)(=O)Cl (acetyl chloride), C(C)(=O)OC(C)=O (acetic anhydride), S1C=CC=C1 (thiophene). Starting materials: FC1=C(C=C(C=C1)OC)C=1N=C2C(=NC1)NC=1CCCCC12 (2-(2-Fluoro-5-methoxyphenyl)-6,7,8,9-tetrahydro-indolo[2,3-b]pyrazine), C1CCCCC1 (cyclohexane), ethyl acetate hexanes. The reagents and catalysts are [Pd] (Pd). Run in C1(=CC(=CC(=C1)C)C)C (mesitylene). Reaction conditions: temperature 200 celsius. Yields the product FC1=C(C=C(C=C1)OC)C=1N=C2C(=NC1)NC=1C=CC=CC12 (2-(2-Fluoro-5-methoxyphenyl)-5H-indolo[2,3-b]pyrazine). Reaction SMILES: [F:1][C:2]1[CH:7]=[CH:6][C:5]([O:8][CH3:9])=[CH:4][C:3]=1[C:10]1[N:11]=[C:12]2[C:22]3[CH2:21][CH2:20][CH2:19][CH2:18][C:17]=3[NH:16][C:13]2=[N:14][CH:15]=1.C1CCCCC1>[Pd].C1(C)C=C(C)C=C(C)C=1>[F:1][C:2]1[CH:7]=[CH:6][C:5]([O:8][CH3:9])=[CH:4][C:3]=1[C:10]1[N:11]=[C:12]2[C:22]3[CH:21]=[CH:20][CH:19]=[CH:18][C:17]=3[NH:16][C:13]2=[N:14][CH:15]=1. Procedure: A sealed tube containing 2-(2-Fluoro-5-methoxyphenyl)-6,7,8,9-tetrahydro-indolo[2,3-b]pyrazine (46 mg, 0.155 mmol), cyclohexane (10 equiv., 0.157 mL, 1.55 mmol), Pd black (35 mg) and mesitylene (10 mL) was heated to 200° C. in an oil bath and the contents stirred via a magnetic stir bar. The progress of the reaction was monitored by intermittently opening the cooled tube and taking out an aliquot for TLC analysis (30% ethyl acetate/hexanes eluent; the aromatized product has a slightly larger Rf ... Starting materials: ClC1=C(CN2C3=C(NCC2)N=CC(=C3)C3=CC(=NC=C3)Cl)C(=CC=C1F)F (1-(2-Chloro-3,6-difluorobenzyl)-7-(2-chloropyridin-4-yl)-1,2,3,4-tetrahydropyrido[2,3-b]pyrazine), CC1(OB(OC1(C)C)C=1C=C(C=CC1)N1CCOCC1)C (4-[3-(4,4,5,5-Tetramethyl-[1,3,2]dioxaborolan-2-yl)phenyl]-morpholine). Product: ClC1=C(CN2C3=C(NCC2)N=CC(=C3)C3=CC(=CC=C3)N3CCOCC3)C(=CC=C1F)F (1-(2-Chloro-3,6-difluorobenzyl)-7-(3-morpholin-4-yl-phenyl)-1,2,3,4-tetrahydropyrido[2,3-b]pyrazine). As a reaction SMILES: [Cl:1][C:2]1[C:25]([F:26])=[CH:24][CH:23]=[C:22]([F:27])[C:3]=1[CH2:4][N:5]1[CH2:10][CH2:9][NH:8][C:7]2[N:11]=[CH:12][C:13](C3C=CN=C(Cl)C=3)=[CH:14][C:6]1=2.CC1(C)C(C)(C)OB([C:36]2[CH:37]=[C:38]([N:42]3[CH2:47][CH2:46][O:45][CH2:44][CH2:43]3)[CH:39]=[CH:40][CH:41]=2)O1>>[Cl:1][C:2]1[C:25]([F:26])=[CH:24][CH:23]=[C:22]([F:27])[C:3]=1[CH2:4][N:5]1[CH2:10][CH2:9][NH:8][C:7]2[N:11]=[CH:12][C:13]([C:36]3[CH:41]=[CH:40][CH:39]=[C:38]([N:42]4[CH2:43][CH2:44][O:45][CH2:46][CH2:47]4)[CH:37]=3)=[CH:14][C:6]1=2. Procedure: 1-(2-Chloro-3,6-difluorobenzyl)-7-(2-chloropyridin-4-yl)-1,2,3,4-tetrahydropyrido[2,3-b]pyrazine (100 mg) was coupled to 4-[3-(4,4,5,5-Tetramethyl-[1,3,2]dioxaborolan-2-yl)phenyl]-morpholine as in General Procedure 4B to give the title compound as a yellow solid. LCMS: m/z=457.05 (M+H+), 1H-NMR (CDCl3, 400 MHz) δ 3.21 (4H, t, J=4.8 Hz), 3.29 (2H, t, J=4.7 Hz), 3.52 (2H, t, J=4.2 Hz), 3.89 (4H, t, J=4.8 Hz), 4.52 (2H, s), 5.09 (1H, bs), 6.84 (1H, dd, J=8.0, 1.9 Hz), 7.00 (3H, m), 7.10 (2H, m), 7.... As a reaction SMILES: [CH3:29][CH2:30][OH:31].[Cl:1][C:2]1=[CH:3][C:4](=[C:12]2[C:13]([CH2:18][CH2:19][CH3:20])=[N:14][NH:15][C:16]2=[O:17])[NH:5][c:6]2[cH:7][cH:8][cH:9][cH:10][c:11]21.[NH2:21][c:22]1[cH:23][cH:24][c:25]([SH:28])[cH:26][cH:27]1>>[C:2]1([S:28][c:25]2[cH:24][cH:23][c:22]([NH2:21])[cH:27][cH:26]2)=[CH:3][C:4](=[C:12]2[C:13]([CH2:18][CH2:19][CH3:20])=[N:14][NH:15][C:16]2=[O:17])[NH:5][c:6]2[cH:7][cH:8][cH:9][cH:10][c:11]21. Product: CCCC1=NNC(=O)C1=C1C=C(Sc2ccc(N)cc2)c2ccccc2N1. Reactants: CCO, CCCC1=NNC(=O)C1=C1C=C(Cl)c2ccccc2N1, Nc1ccc(S)cc1.